This data is from the Open Reaction Database (ORD), a public repository of structured organic reaction records. The task is: describe an organic reaction: reactants, conditions, products, and yield The reactants are [Na] (Sodium), CC(CO)C (2-methyl-1-propanol), ClC1=C(C(=O)O)C=CN=C1 (3-chloroisonicotinic acid). Run in CS(=O)C (DMSO). Conditions: temperature 80 celsius, time 3 hour. Yields the product C(C(C)C)OC1=C(C(=O)O)C=CN=C1 (3-isobutoxyisonicotinic acid). Reaction SMILES: [Na].[CH3:2][CH:3]([CH3:6])[CH2:4][OH:5].Cl[C:8]1[CH:16]=[N:15][CH:14]=[CH:13][C:9]=1[C:10]([OH:12])=[O:11]>CS(C)=O>[CH2:4]([O:5][C:8]1[CH:16]=[N:15][CH:14]=[CH:13][C:9]=1[C:10]([OH:12])=[O:11])[CH:3]([CH3:6])[CH3:2] |^1:0|. Procedure details: Sodium metal (7.3 g, 0.32 mol) was added in small portions to 2-methyl-1-propanol (145 mL, 0.63 mol) at 80° C. over 30 min period, and the reaction mixture was stirred for an additional 3 h at 80° C. Subsequently, a solution of commercially available 3-chloroisonicotinic acid (10 g, 63 mmol) in 5 mL of DMSO was added to the reaction mixture at 80° C. The resulting slurry was heated to 120° C. for an additional 16 h, then cooled down to room temperature, concentrated down to half volume under the... Reactants: CC1=CC=C(C=C1)S(=O)(=O)C1=CC=C(C=C1)S(=O)(=O)CC(=O)O (4-(4-methylphenylsulfonyl)phenylsulfonyl acetic acid), C(C)C1=CC=C(C=C1)S(=O)(=O)C1=CC=C(C=C1)CC(=S)O (4-(4-ethylphenylsulfonyl)phenylthio acetic acid). The product is C(C)C1=CC=C(C=C1)S(=O)(=O)C1=CC=C(C=C1)S(=O)(=O)CC(=O)O (4-(4-ethylphenylsulfonyl)phenylsulfonyl acetic acid). As a reaction SMILES: [CH3:1][C:2]1[CH:7]=[CH:6][C:5]([S:8]([C:11]2[CH:16]=[CH:15][C:14]([S:17]([CH2:20][C:21]([OH:23])=[O:22])(=[O:19])=[O:18])=[CH:13][CH:12]=2)(=[O:10])=[O:9])=[CH:4][CH:3]=1.[CH2:24](C1C=CC(S(C2C=CC(CC(O)=S)=CC=2)(=O)=O)=CC=1)C>>[CH2:1]([C:2]1[CH:7]=[CH:6][C:5]([S:8]([C:11]2[CH:16]=[CH:15][C:14]([S:17]([CH2:20][C:21]([OH:23])=[O:22])(=[O:19])=[O:18])=[CH:13][CH:12]=2)(=[O:9])=[O:10])=[CH:4][CH:3]=1)[CH3:24]. Reported procedure: The intended 4-(4-ethylphenylsulfonyl)phenylsulfonyl acetic acid was prepared in the same manner as in the synthesis of 4-(4-methylphenylsulfonyl)phenylsulfonyl acetic acid of Example 6 except that 104 g of 4-(4-ethylphenylsulfonyl)phenylthio acetic acid was used in place of 100 g of 4-(4-methylphenylsulfonyl)phenylthio acetic acid. The yield was 97.1 g. NMR (heavy methanol): δ8.3-8.1 (m, 4H), 7.9 (d, 2H), 7.4 (d, 2H), 4.4 (s, 2H), 2.7 (q, 2H), 1.2 (t, 3H). Reactants: COC=1C(C(=NN(C1)C1=CC(=CC=C1)C(F)(F)F)C(=O)O)=O (5-methoxy-4-oxo-1-[3-(trifluoromethyl)phenyl]-1,4-dihydropyridazine-3-carboxylic acid), CC(N)(C)C(=O)OC (methyl 2-methylalaninate), C=1C=CC2=C(C1)N=NN2O (HOBt), CCN=C=NCCCN(C)C (WSC), C(C)(C)N(C(C)C)CC (N,N-diisopropylethylamine). The solvent is C1CCOC1 (THF), O (water). Conditions: time 17 hour. Yields the product COC=1C(C(=NN(C1)C1=CC(=CC=C1)C(F)(F)F)C(=O)NC(C)(C(=O)OC)C)=O (methyl N-({5-methoxy-4-oxo-1-[3-(trifluoromethyl)phenyl]-1,4-dihydropyridazin-3-yl}carbonyl)-2-methylalaninate). The yield is 85.1%. As a reaction SMILES: [CH3:1][O:2][C:3]1[C:4](=[O:22])[C:5]([C:19](O)=[O:20])=[N:6][N:7]([C:9]2[CH:14]=[CH:13][CH:12]=[C:11]([C:15]([F:18])([F:17])[F:16])[CH:10]=2)[CH:8]=1.[CH3:23][C:24]([C:27]([O:29][CH3:30])=[O:28])([CH3:26])[NH2:25].C1C=CC2N(O)N=NC=2C=1.CCN=C=NCCCN(C)C.C(N(CC)C(C)C)(C)C>C1COCC1.O>[CH3:1][O:2][C:3]1[C:4](=[O:22])[C:5]([C:19]([NH:25][C:24]([CH3:26])([C:27]([O:29][CH3:30])=[O:28])[CH3:23])=[O:20])=[N:6][N:7]([C:9]2[CH:14]=[CH:13][CH:12]=[C:11]([C:15]([F:18])([F:17])[F:16])[CH:10]=2)[CH:8]=1. Reported procedure: A mixture of 5-methoxy-4-oxo-1-[3-(trifluoromethyl)phenyl]-1,4-dihydropyridazine-3-carboxylic acid (300 mg), methyl 2-methylalaninate (134 mg), HOBt (219 mg), WSC (275 mg) and N,N-diisopropylethylamine (0.834 mL) in THF (3.18 mL) was stirred at room temperature for 17 hr, and water was added. The precipitate was collected by filtration, and washed with water and hexane to give the title compound (336 mg). The reactants are Cl (hydrochloric acid), OO (hydrogen peroxide), 51, C(C1=CC=CC=C1)N1CC2=C(NC(N(C2=O)C)=S)CC1 (6-benzyl-3-methyl-2-thioxo-2,3,5,6,7,8-hexahydro-1H-pyrido[4,3-d]pyrimidin-4-one), [OH-].[Na+] (NaOH). The product is C(C1=CC=CC=C1)N1CC2=C(NC(N(C2=O)C)=O)CC1 (6-benzyl-3-methyl-5,6,7,8-tetrahydro-1H-pyrido[4,3-d]pyrimidine-2,4-dione). As a reaction SMILES: [OH:1]O.[CH2:3]([N:10]1[CH2:22][CH2:21][C:13]2[NH:14][C:15](=S)[N:16]([CH3:19])[C:17](=[O:18])[C:12]=2[CH2:11]1)[C:4]1[CH:9]=[CH:8][CH:7]=[CH:6][CH:5]=1.[OH-].[Na+].Cl>O>[CH2:3]([N:10]1[CH2:22][CH2:21][C:13]2[NH:14][C:15](=[O:1])[N:16]([CH3:19])[C:17](=[O:18])[C:12]=2[CH2:11]1)[C:4]1[CH:9]=[CH:8][CH:7]=[CH:6][CH:5]=1 |f:2.3|. Run in O (water). Reaction conditions: temperature 0 celsius, time 0.5 hour. Procedure: 3.2 1 of 30% hydrogen peroxide were added dropwise at 0° C. over a period of 51/2 h, with stirring, to a suspension of 210 g of 6-benzyl-3-methyl-2-thioxo-2,3,5,6,7,8-hexahydro-1H-pyrido[4,3-d]pyrimidin-4-one from b) in a solution of 78 g of NaOH in 4 1 of water. After subsequent stirring for 1/2 hour at 0° C., the pH of 9.7 was adjusted to 7.4 with conc. hydrochloric acid and the precipitate was filtered off, washed with water and dried. The above preparation was repeated and the precipitates w... Yields the product CC1CN(c2ncccc2C(F)(F)F)CCN1c1nc2cc(C(F)(F)F)cc(-c3cc(F)c(F)c(F)c3)c2[nH]1. Starting materials: CC1CN(c2ncccc2C(F)(F)F)CCN1c1nc2cc(C(F)(F)F)cc(Br)c2[nH]1, OB(O)c1cc(F)c(F)c(F)c1. Reaction SMILES: [Br:1][c:2]1[cH:3][c:4]([C:28]([F:29])([F:30])[F:31])[cH:5][c:6]2[c:7]1[nH:8][c:9]([N:11]1[CH:12]([CH3:27])[CH2:13][N:14]([c:17]3[n:18][cH:19][cH:20][cH:21][c:22]3[C:23]([F:24])([F:25])[F:26])[CH2:15][CH2:16]1)[n:10]2.[F:32][c:33]1[cH:34][c:35]([B:41]([OH:42])[OH:43])[cH:36][c:37]([F:40])[c:38]1[F:39]>>[c:2]1(-[c:35]2[cH:34][c:33]([F:32])[c:38]([F:39])[c:37]([F:40])[cH:36]2)[cH:3][c:4]([C:28]([F:29])([F:30])[F:31])[cH:5][c:6]2[c:7]1[nH:8][c:9]([N:11]1[CH:12]([CH3:27])[CH2:13][N:14]([c:17]3[n:18][cH:19][cH:20][cH:21][c:22]3[C:23]([F:24])([F:25])[F:26])[CH2:15][CH2:16]1)[n:10]2. Starting materials: C(C1=CC=CC=C1)C1=C(C(=O)N[C@H](C(=O)OC)CCSC)C=C(C=C1)[N+](=O)[O-] (methyl (2S)-2-(2-benzyl-5-nitro-benzoylamino)-4-methylsulfanyl-butyrate), 34(d), [OH-].[Na+] (sodium hydroxide). The solvent is CO (methanol). Product: C(C1=CC=CC=C1)C1=C(C(=O)N[C@H](C(=O)O)CCSC)C=C(C=C1)[N+](=O)[O-] ((2S)-2-(2-benzyl-5-nitro-benzoylamino)-4-methylsulfanyl-butyric acid). Reaction SMILES: [CH2:1]([C:8]1[CH:25]=[CH:24][C:23]([N+:26]([O-:28])=[O:27])=[CH:22][C:9]=1[C:10]([NH:12][C@@H:13]([CH2:18][CH2:19][S:20][CH3:21])[C:14]([O:16]C)=[O:15])=[O:11])[C:2]1[CH:7]=[CH:6][CH:5]=[CH:4][CH:3]=1.[OH-].[Na+]>CO>[CH2:1]([C:8]1[CH:25]=[CH:24][C:23]([N+:26]([O-:28])=[O:27])=[CH:22][C:9]=1[C:10]([NH:12][C@@H:13]([CH2:18][CH2:19][S:20][CH3:21])[C:14]([OH:16])=[O:15])=[O:11])[C:2]1[CH:3]=[CH:4][CH:5]=[CH:6][CH:7]=1 |f:1.2|. Procedure: A solution of methyl (2S)-2-(2-benzyl-5-nitro-benzoylamino)-4-methylsulfanyl-butyrate compound 34(d) (25.24 g, 62.78 mmol) in methanol (500 mL) was treated with 2N aqueous sodium hydroxide solution (35 mL, 70 mmol). The resulting solution was then evaporated to dryness and the solids partitioned between ethyl ether (200 mL) and water (500 mL). The aqueous material was then acidified to pH2 with 2N HCl and extracted with ethyl acetate (2×250 mL). The combined organics were washed with water(2×100... The solvent is Cl (hydrochloric acid), O1CCCC1 (tetrahydrofuran), O1CCCC1 (tetrahydrofuran), O1CCCC1 (tetrahydrofuran). Isolated yield 82.0%. Procedure: Suspended in 160 ml of anhydrous tetrahydrofuran were 3.783 g (0.100 mol) of sodium boron hydride, and a solution of 11.402 g (0.100 mol) of trifluoroacetic acid in 20 ml of anhydrous tetrahydrofuran was added dropwise to the suspension at room temperature. The resultant mixture was stirred for 10 minutes. A solution of 5.726 g (0.02 mol) of O-methyl-3-(4-nitrobenzyloxy)benzaldoxime in 20 ml of anhydrous tetrahydrofuran was added dropwise to this mixture. The mixture was stirred at room temperat... Run at time 3 hour. RXN SMILES: B.[Na].FC(F)(F)C(O)=O.CO[N:12]=[CH:13][C:14]1[CH:19]=[CH:18][CH:17]=[C:16]([O:20][CH2:21][C:22]2[CH:27]=[CH:26][C:25]([N+:28]([O-:30])=[O:29])=[CH:24][CH:23]=2)[CH:15]=1.O>O1CCCC1.Cl>[N+:28]([C:25]1[CH:26]=[CH:27][C:22]([CH2:21][O:20][C:16]2[CH:15]=[C:14]([CH:19]=[CH:18][CH:17]=2)[CH2:13][NH2:12])=[CH:23][CH:24]=1)([O-:30])=[O:29] |f:0.1,^1:1|. The reactants are crude product, B.[Na] (sodium boron hydride), O (water), CON=CC1=CC(=CC=C1)OCC1=CC=C(C=C1)[N+](=O)[O-] (O-methyl-3-(4-nitrobenzyloxy)benzaldoxime), FC(C(=O)O)(F)F (trifluoroacetic acid), resultant mixture, ice water. Product: [N+](=O)([O-])C1=CC=C(COC=2C=C(CN)C=CC2)C=C1 (3-(4-nitrobenzyloxy)benzylamine). The reactants are CI (Methyl Iodide), FC(C=1C=C(C=C(C1)C(F)(F)F)C1=NN(C=N1)\C=C/C(=O)NCC=1C=NC=NC1)(F)F ((Z)-3-(3-(3,5-bis(trifluoromethyl)phenyl)-1H-1,2,4-triazol-1-yl)-N-(pyrimidin-5-ylmethyl)acrylamide), C1CCOC1 (THF), [H-].[Na+] (sodium hydride). Run in ClCCl (dichloromethane), CO (Methanol). Conditions: temperature -20 celsius, time 1 hour. Yields the product FC(C=1C=C(C=C(C1)C(F)(F)F)C1=NN(C=N1)\C=C/C(=O)N(CC=1C=NC=NC1)C)(F)F ((Z)-3-(3-(3,5-bis(trifluoromethyl)phenyl)-1H-1,2,4-triazol-1-yl)-N-methyl-N-(pyrimidin-5-ylmethyl)acrylamide). Reaction SMILES: [F:1][C:2]([F:31])([F:30])[C:3]1[CH:4]=[C:5]([C:13]2[N:17]=[CH:16][N:15](/[CH:18]=[CH:19]\[C:20]([NH:22][CH2:23][C:24]3[CH:25]=[N:26][CH:27]=[N:28][CH:29]=3)=[O:21])[N:14]=2)[CH:6]=[C:7]([C:9]([F:12])([F:11])[F:10])[CH:8]=1.[CH2:32]1COCC1.[H-].[Na+].CI>ClCCl.CO>[F:12][C:9]([F:11])([F:10])[C:7]1[CH:6]=[C:5]([C:13]2[N:17]=[CH:16][N:15](/[CH:18]=[CH:19]\[C:20]([N:22]([CH3:32])[CH2:23][C:24]3[CH:29]=[N:28][CH:27]=[N:26][CH:25]=3)=[O:21])[N:14]=2)[CH:4]=[C:3]([C:2]([F:30])([F:1])[F:31])[CH:8]=1 |f:2.3|. Reported procedure: In a 50 mL, 3N round-bottomed flask equipped with nitrogen inlet, (Z)-3-(3-(3,5-bis(trifluoromethyl)phenyl)-1H-1,2,4-triazol-1-yl)-N-(pyrimidin-5-ylmethyl)acrylamide (0.05 g, 1.0 eq.) was charged along with THF (5 mL, 5V). The reaction mixture was cooled to −20° C. and sodium hydride (60% in mineral oil) was added (0.051 g, 1.1 eq.). Reaction mixture was allowed to stir for 1 h. Methyl Iodide (0.018 g, 1.1) was added into the reaction mixture and stirred at −20° C. for 1 h. The progress of the r... Starting materials: Cl.Cl.CSC=1C=C(C=CC1OC)C=1NC2=C(C=NC=C2)N1 (2-(3-Methylthio-4-methoxyphenyl)-1H-imidazo-[4,5-c]pyridine dihydrochloride), OO (hydrogen peroxide). Product: CS(=O)C=1C=C(C=CC1OC)C=1NC2=C(C=NC=C2)N1 (2-(3-Methylsulphinyl-4-methoxyphenyl)-1H-imidazo[4,5-c]pyridine). RXN SMILES: Cl.Cl.[CH3:3][S:4][C:5]1[CH:6]=[C:7]([C:13]2[NH:14][C:15]3[CH:20]=[CH:19][N:18]=[CH:17][C:16]=3[N:21]=2)[CH:8]=[CH:9][C:10]=1[O:11][CH3:12].[OH:22]O>>[CH3:3][S:4]([C:5]1[CH:6]=[C:7]([C:13]2[NH:14][C:15]3[CH:20]=[CH:19][N:18]=[CH:17][C:16]=3[N:21]=2)[CH:8]=[CH:9][C:10]=1[O:11][CH3:12])=[O:22] |f:0.1.2|. Procedure details: The compound obtained in Example 34, was oxidised using hydrogen peroxide (2 eq) in a manner analogous to that described in Example 21. The title compound was obtained as a white solid, m.p. 227°-229° C. The reactants are C1(=CC=CC=C1)C1=CC=C(C(=O)C2=CC(=CN2)C(=O)OCC)C=C1 (Ethyl 5-(4-phenylbenzoyl)pyrrole-3-carboxylate). Solvent: CO (methanol). Yields the product C1(=CC=CC=C1)C1=CC=C(C(=O)C2=CC(=CN2)C(=O)O)C=C1 (5-(4-Phenylbenzoyl)pyrrole-3-carboxylic Acid). Reaction SMILES: [C:1]1([C:7]2[CH:24]=[CH:23][C:10]([C:11]([C:13]3[NH:17][CH:16]=[C:15]([C:18]([O:20]CC)=[O:19])[CH:14]=3)=[O:12])=[CH:9][CH:8]=2)[CH:6]=[CH:5][CH:4]=[CH:3][CH:2]=1>CO>[C:1]1([C:7]2[CH:8]=[CH:9][C:10]([C:11]([C:13]3[NH:17][CH:16]=[C:15]([C:18]([OH:20])=[O:19])[CH:14]=3)=[O:12])=[CH:23][CH:24]=2)[CH:2]=[CH:3][CH:4]=[CH:5][CH:6]=1. Procedure details: Ethyl 5-(4-phenylbenzoyl)pyrrole-3-carboxylate (3.1 g.) was boiled in an open flask with 100 ml. of methanol and 70 ml. of 1 N sodium hydroxide for 1 hour by which time most of the methanol was removed by evaporation. The solution was cooled to room temperature, and product which had precipitated as the sodium salt recovered by filtration. The salt was stirred with 75 ml. of 1 N hydrochloric acid and 5-(4-phenylbenzoyl)pyrrole-3-carboxylic acid (1 g., m.p. >280° C.) recovered by filtration.